From a dataset of the Open Reaction Database (ORD), a public repository of structured organic reaction records. describe an organic reaction: reactants, conditions, products, and yield The reactants are NC1=C(C=CC=C1)C1CN(CCC1)C(C(F)(F)F)=O (3-(2-aminophenyl)-1-(trifluoroacetyl)-piperidine), ClC(=O)OCC (ethyl chloroformate). The solvent is C(Cl)Cl (methylene chloride), N1=CC=CC=C1 (pyridine). The product is C(C)OC(NC1=C(C=CC=C1)C1CN(CCC1)C(C(F)(F)F)=O)=O (Ethyl-[2-[1-(trifluoroacetyl)-3-piperidinyl]-phenyl]-carbamate). As a reaction SMILES: [NH2:1][C:2]1[CH:7]=[CH:6][CH:5]=[CH:4][C:3]=1[CH:8]1[CH2:13][CH2:12][CH2:11][N:10]([C:14](=[O:19])[C:15]([F:18])([F:17])[F:16])[CH2:9]1.Cl[C:21]([O:23][CH2:24][CH3:25])=[O:22]>C(Cl)Cl.N1C=CC=CC=1>[CH2:24]([O:23][C:21](=[O:22])[NH:1][C:2]1[CH:7]=[CH:6][CH:5]=[CH:4][C:3]=1[CH:8]1[CH2:13][CH2:12][CH2:11][N:10]([C:14](=[O:19])[C:15]([F:18])([F:16])[F:17])[CH2:9]1)[CH3:25]. Procedure details: 2.2 g of 3-(2-aminophenyl)-1-(trifluoroacetyl)-piperidine in 100 ml of methylene chloride, 3 ml of pyridine and 1 ml of ethyl chloroformate were stirred for one hour, washed with 2N hydrochloric acid and then with water, dried, taken to dryness under reduced pressure to obtain 2.8 g of an oil which was used as is for the following step. Starting materials: N(=C=S)C1=C(C2=C(OCO2)C(=C1)C)C (5-isothiocyanato-4,7-dimethyl-1,3-benzodioxole), C(CN)N (ethylenediamine). The solvent is C1(=CC=CC=C1)C (toluene), C1(=CC=CC=C1)C (toluene). Product: NCCNC(NC1=C(C2=C(OCO2)C(=C1)C)C)=S (5-[N'-(2-aminoethyl)thioureido]-4,7-dimethyl-1,3-benzodioxole). Isolated yield 96.9%. As a reaction SMILES: [N:1]([C:4]1[CH:12]=[C:11]([CH3:13])[C:7]2[O:8][CH2:9][O:10][C:6]=2[C:5]=1[CH3:14])=[C:2]=[S:3].[CH2:15]([NH2:18])[CH2:16][NH2:17]>C1(C)C=CC=CC=1>[NH2:17][CH2:16][CH2:15][NH:18][C:2](=[S:3])[NH:1][C:4]1[CH:12]=[C:11]([CH3:13])[C:7]2[O:8][CH2:9][O:10][C:6]=2[C:5]=1[CH3:14]. Procedure: A solution of 1.6 g of 5-isothiocyanato-4,7-dimethyl-1,3-benzodioxole in 35 mL of toluene at 25° C. is added to a solution of 1.89 g of ethylenediamine in 65 mL of toluene. The reaction gradually turns cloudy as a solid precipitates from solution. This solid is collected and dried under vacuum to give 2.0 g of 5-[N'-(2-aminoethyl)thioureido]-4,7-dimethyl-1,3-benzodioxole as a white solid. Reactants: C(C)(=O)SCC1SC2(SC1)CC(CC2)CC(=O)OCC (ethyl 2-[(acetylthio)methyl]-1,4-dithiaspiro[4.4]nonane-7-acetate), [O-]CC.[Na+] (sodium ethoxide), OS(=O)(=O)[O-].[K+] (KHSO4). The solvent is C(C)O (ethanol). Product: SCC1SC2(SC1)CC(CC2)CC(=O)OCC (ethyl 2-(mercaptomethyl)-1,4-dithiaspiro[4.4]nonane-7-acetate). Reaction SMILES: C([S:4][CH2:5][CH:6]1[CH2:10][S:9][C:8]2([CH2:14][CH2:13][CH:12]([CH2:15][C:16]([O:18][CH2:19][CH3:20])=[O:17])[CH2:11]2)[S:7]1)(=O)C.[O-]CC.[Na+].OS([O-])(=O)=O.[K+]>C(O)C>[SH:4][CH2:5][CH:6]1[CH2:10][S:9][C:8]2([CH2:14][CH2:13][CH:12]([CH2:15][C:16]([O:18][CH2:19][CH3:20])=[O:17])[CH2:11]2)[S:7]1 |f:1.2,3.4|. Procedure: A solution of the product of Example F and sodium ethoxide (prepared from 350 mg of sodium metal) in absolute ethanol (40 ml) was stirred for 1 hr under nitrogen. The reaction mixture was poured into 200 ml of 0.5N KHSO4 and extracted with ethyl acetate. After drying the organic phase over sodium sulfate, the solvent was removed on the rotary evaporator and the residue was chromatographed on silica gel using 5% ethyl acetate/hexane to give 2.1 g of the titled compound. Reactants: COC(COC=1C2=C(N=C(N1)SC)N(C(=C2)CC)CC2=CC(=CC=C2)F)=O ([[2-(methylthio)-6-ethyl-7-[(3-fluorophenyl)methyl]-7H-pyrrolo[2,3-d]pyrimidin-4-yl]oxy]acetic acid methyl ester). The reagents and catalysts are [Ni] (Ni). The solvent is C(C)O (ethanol). Conditions: time 24 hour. Product: COC(COC=1C2=C(N=CN1)N(C(=C2)CC)CC2=CC(=CC=C2)F)=O ([[6-ethyl-7-[(3-fluorophenyl)methyl]-7H-pyrrolo[2,3-d]pyrimidin-4-yl]oxy]acetic acid methyl ester). The yield is 75.4%. Reaction SMILES: [CH3:1][O:2][C:3](=[O:27])[CH2:4][O:5][C:6]1[C:7]2[CH:16]=[C:15]([CH2:17][CH3:18])[N:14]([CH2:19][C:20]3[CH:25]=[CH:24][CH:23]=[C:22]([F:26])[CH:21]=3)[C:8]=2[N:9]=[C:10](SC)[N:11]=1>C(O)C.[Ni]>[CH3:1][O:2][C:3](=[O:27])[CH2:4][O:5][C:6]1[C:7]2[CH:16]=[C:15]([CH2:17][CH3:18])[N:14]([CH2:19][C:20]3[CH:25]=[CH:24][CH:23]=[C:22]([F:26])[CH:21]=3)[C:8]=2[N:9]=[CH:10][N:11]=1. Procedure: A suspension of 211 mg (0.541 mmol) of [[2-(methylthio)-6-ethyl-7-[(3-fluorophenyl)methyl]-7H-pyrrolo[2,3-d]pyrimidin-4-yl]oxy]acetic acid methyl ester in 20 mL of ethanol was treated with 1.27 g of Raney Ni and heated to reflux. After 24 hours, the solids were removed by filtration through a filter aid and the reaction concentrated to provide 140 mg (75%) of [[6-ethyl-7-[(3-fluorophenyl)methyl]-7H-pyrrolo[2,3-d]pyrimidin-4-yl]oxy]acetic acid methyl ester as a solid. nmr (300 MHz, CDCl3) δ1.20 (... The reactants are CS(=O)(=O)Cl (methanesulfonylchloride), CS(=O)(=O)C=1C=C(N)C=C(C1)[N+](=O)[O-] (3-methylsulfonyl-5-nitro-aniline), C(=O)(O)[O-].[Na+] (NaHCO3). Run in N1=CC=CC=C1 (pyridine), N1=CC=CC=C1 (pyridine). Conditions: time 12 hour. The product is CC=1C=C(C=C(C1)[N+](=O)[O-])NS(=O)(=O)C (N-(3-methyl-5-nitro-phenyl)-methylsulfonamide). Yield: 43.0%. As a reaction SMILES: CS([C:5]1[CH:6]=[C:7]([CH:9]=[C:10]([N+:12]([O-:14])=[O:13])[CH:11]=1)[NH2:8])(=O)=O.[CH3:15][S:16](Cl)(=[O:18])=[O:17].[C:20]([O-])(O)=O.[Na+]>N1C=CC=CC=1>[CH3:20][C:5]1[CH:6]=[C:7]([NH:8][S:16]([CH3:15])(=[O:18])=[O:17])[CH:9]=[C:10]([N+:12]([O-:14])=[O:13])[CH:11]=1 |f:2.3|. Reported procedure: 3-methylsulfonyl-5-nitro-aniline (0.26 g; 1.2 mmol) was dissolved in pyridine (10 ml). A solution of methanesulfonylchloride (0.2 mL; 2.4 mmol) in 2 mL of pyridine was added and the reaction mixture was stirred for 12 hours at ambient temperature. NaHCO3 solution was added and the mixture extracted with dichloromethane. The aqueous phase was acidified and extracted with ethyl acetate. The organic phase was dried and concentrated. 0.12 g (0.5 mmol; 43% yield) of N-(3-methyl-5-nitro-phenyl)-methyl... Starting materials: C(C)OC1=C(C=C(C=C1)C=1C=CC2=C(C=C(CCN2C=O)C(=O)OC)C1)F (methyl 7-(4-ethoxy-3-fluorophenyl)-1-formyl-2,3-dihydro-1H-1-benzazepine-4-carboxylate), [OH-].[Na+] (sodium hydroxide), Cl (hydrochloric acid). Solvent: C1CCOC1 (THF), C(C)O (ethanol). Run at time 16 hour. Product: C(C)OC1=C(C=C(C=C1)C=1C=CC2=C(C=C(CCN2C=O)C(=O)O)C1)F (7-(4-ethoxy-3-fluorophenyl)-1-formyl-2,3-dihydro-1H-1-benzazepine-4-carboxylic acid). Yield: 102.5%. Reaction SMILES: [CH2:1]([O:3][C:4]1[CH:9]=[CH:8][C:7]([C:10]2[CH:11]=[CH:12][C:13]3[N:19]([CH:20]=[O:21])[CH2:18][CH2:17][C:16]([C:22]([O:24]C)=[O:23])=[CH:15][C:14]=3[CH:26]=2)=[CH:6][C:5]=1[F:27])[CH3:2].[OH-].[Na+].Cl>C1COCC1.C(O)C>[CH2:1]([O:3][C:4]1[CH:9]=[CH:8][C:7]([C:10]2[CH:11]=[CH:12][C:13]3[N:19]([CH:20]=[O:21])[CH2:18][CH2:17][C:16]([C:22]([OH:24])=[O:23])=[CH:15][C:14]=3[CH:26]=2)=[CH:6][C:5]=1[F:27])[CH3:2] |f:1.2|. Procedure details: In a mixture of THF and ethanol (1:1, v/v, 20.0 ml) was dissolved methyl 7-(4-ethoxy-3-fluorophenyl)-1-formyl-2,3-dihydro-1H-1-benzazepine-4-carboxylate (441 mg). To the solution was added 1N sodium hydroxide solution (12.0 ml), and the mixture was stirred at room temperature for 16 hours. The mixture was a little concentrated, and to the residue was added 1N hydrochloric acid to convert weakly acidic solution. The mixture was extracted with ethyl acetate, and the organic layer was washed with w... The product is Cc1ccc(-c2ccccc2C#N)cc1. The reactants are C1CCOC1, Cc1ccc([Zn])cc1, N#Cc1ccccc1Cl, CC(C)OP(OC(C)C)OC(C)C. RXN SMILES: [CH2:31]1[O:32][CH2:33][CH2:34][CH2:35]1.[CH3:23][c:24]1[cH:25][cH:26][c:27]([Zn:30])[cH:28][cH:29]1.[Cl:1][c:2]1[c:3]([C:4]#[N:5])[cH:6][cH:7][cH:8][cH:9]1.[P:10]([O:11][CH:12]([CH3:13])[CH3:14])([O:15][CH:16]([CH3:17])[CH3:18])[O:19][CH:20]([CH3:21])[CH3:22]>>[c:2]1(-[c:27]2[cH:26][cH:25][c:24]([CH3:23])[cH:29][cH:28]2)[c:3]([C:4]#[N:5])[cH:6][cH:7][cH:8][cH:9]1. Starting materials: N[C@H]1[C@@H](C(OC2=C1C=C(C=C2)C#N)(C)C)O ((3S-trans)-4-amino-3,4-dihydro-3-hydroxy-2,2-dimethyl-2H-1-benzopyran-6-carbonitrile), O1N=CN=C1C=1C=C(C=CC1)NC(OC1=CC=C(C=C1)[N+](=O)[O-])=O ([3-(1,2,4-oxadiazol-5-yl)]phenylcarbamic acid, 4-nitrophenyl ester). The solvent is C(C)#N (acetonitrile), CN(C=O)C (dimethylformamide). Reaction conditions: temperature 80 celsius, time 1 hour. Product: C(#N)C=1C=CC2=C([C@H]([C@@H](C(O2)(C)C)O)NC(=O)NC2=CC(=CC=C2)C2=NC=NO2)C1 ((3S-trans)-N-(6-Cyano-3,4-dihydro-3-hydroxy-2,2-dimethyl-2H-1-benzopyran-4-yl)-N'-[3-(1,2,4-oxadiazol-5-yl)phenyl]urea). Yield: 88.8%. Reaction SMILES: [NH2:1][C@@H:2]1[C:7]2[CH:8]=[C:9]([C:12]#[N:13])[CH:10]=[CH:11][C:6]=2[O:5][C:4]([CH3:15])([CH3:14])[C@H:3]1[OH:16].[O:17]1[C:21]([C:22]2[CH:23]=[C:24]([NH:28][C:29](=O)[O:30]C3C=CC([N+]([O-])=O)=CC=3)[CH:25]=[CH:26][CH:27]=2)=[N:20][CH:19]=[N:18]1>C(#N)C.CN(C)C=O>[C:12]([C:9]1[CH:10]=[CH:11][C:6]2[O:5][C:4]([CH3:14])([CH3:15])[C@@H:3]([OH:16])[C@H:2]([NH:1][C:29]([NH:28][C:24]3[CH:25]=[CH:26][CH:27]=[C:22]([C:21]4[O:17][N:18]=[CH:19][N:20]=4)[CH:23]=3)=[O:30])[C:7]=2[CH:8]=1)#[N:13]. Procedure details: A mixture of (3S-trans)-4-amino-3,4-dihydro-3-hydroxy-2,2-dimethyl-2H-1-benzopyran-6-carbonitrile (0.65 g, 0.0030 mol, from example 1, part B) and [3-(1,2,4-oxadiazol-5-yl)]phenylcarbamic acid, 4-nitrophenyl ester (1.08 g, 0.0033 mol) in acetonitrile (25 mL) and dimethylformamide (20 mL) was stirred at 80° C. for one hour. The reaction mixture was concentrated in vacuo and the residue, diluted with ethyl acetate, was washed with 10% citric acid and water. The organic layer was dried over MgSO4 a... Reported procedure: The procedure described above for the synthesis of 1-chloro-3-[2-(3-methylbenzo[b]thiophen-2-yl)propan-2-one was followed, reacting 5-chlorobenzo[b]thiophen-3-yl acetic acid (4.00 g, 17.6 mmol) with oxalyl chloride (1.7 mL, 2.5 g, 19 mmol), then ethereal diazomethane, then dry HCl gas. Work-up of the reaction mixture gave pure product as a light golden-yellow solid (4.43 g, 97% yield): 1H NMR (400 MHz, CDCl3) δ 4.12 (s, 2H) 4.15 (s, 2H) 7.35 (dd, J=8.6, 2.1 Hz, 1H) 7.43 (s, 1H) 7.65 (d, J=2.1 Hz... Reaction SMILES: [Cl:1][C:2]1[CH:14]=[CH:13][C:5]2[S:6][CH:7]=[C:8]([CH2:9][C:10]([OH:12])=O)[C:4]=2[CH:3]=1.C(Cl)(=O)[C:16]([Cl:18])=O.[N+](=C)=[N-].Cl>>[Cl:18][CH2:16][C:10](=[O:12])[CH2:9][C:8]1[C:4]2[CH:3]=[C:2]([Cl:1])[CH:14]=[CH:13][C:5]=2[S:6][CH:7]=1. Product: ClCC(CC=1C2=C(SC1)C=CC(=C2)Cl)=O (1-Chloro-3-(5-chlorobenzo[b]thiophen-3-yl)-propan-2-one). Reactants: 1-chloro, [N+](=[N-])=C (diazomethane), Cl (HCl), ClC1=CC2=C(SC=C2CC(=O)O)C=C1 (5-chlorobenzo[b]thiophen-3-yl acetic acid), C(C(=O)Cl)(=O)Cl (oxalyl chloride). Yield: 97.1%.